Dataset: the Open Reaction Database (ORD), a public repository of structured organic reaction records. Task: describe an organic reaction: reactants, conditions, products, and yield Reactants: FC1=C(C(=O)O)C=CC(=C1F)C (2,3-Difluoro-4-methyl-benzoic acid), CO (MeOH), S(O)(O)(=O)=O (sulfuric acid). Procedure: 2,3-Difluoro-4-methyl-benzoic acid (10.0 g, 58.1 mmol) was dissolved in MeOH (200 mL, 6.0 mol) and sulfuric acid (1.00 mL, 19.0 mmol), and was heated at reflux overnight. The mixture was then cooled and concentrated under reduced pressure. The resulting residue was taken up in EtOAc and washed with saturated aqueous NaCl, dried over MgSO4, filtered and concentrated to yield 9.0 g of intermediate (7a) as a white solid. 1H-NMR (CDCl3): 7.61 (1H, t), 7.00 (1H, t), 3.93 (3H, s), 2.35 (3H, s). Yield: 83.2%. The product is COC(C1=C(C(=C(C=C1)C)F)F)=O (2,3-Difluoro-4-methyl-benzoic acid methyl ester). RXN SMILES: [F:1][C:2]1[C:10]([F:11])=[C:9]([CH3:12])[CH:8]=[CH:7][C:3]=1[C:4]([OH:6])=[O:5].[CH3:13]O.S(=O)(=O)(O)O>>[CH3:13][O:5][C:4](=[O:6])[C:3]1[CH:7]=[CH:8][C:9]([CH3:12])=[C:10]([F:11])[C:2]=1[F:1].